This data is from the Open Reaction Database (ORD), a public repository of structured organic reaction records. The task is: describe an organic reaction: reactants, conditions, products, and yield RXN SMILES: Br[C:2]1[C:10]2[N:9]3[CH2:11][CH2:12][CH2:13][NH:14][C:15](=[O:16])[C:8]3=[C:7]([CH3:17])[C:6]=2[CH:5]=[C:4]([Cl:18])[CH:3]=1.[F:19][C:20]1[CH:21]=[C:22](B(O)O)[CH:23]=[CH:24][C:25]=1[F:26]>>[Cl:18][C:4]1[CH:3]=[C:2]([C:23]2[CH:22]=[CH:21][C:20]([F:19])=[C:25]([F:26])[CH:24]=2)[C:10]2[N:9]3[CH2:11][CH2:12][CH2:13][NH:14][C:15](=[O:16])[C:8]3=[C:7]([CH3:17])[C:6]=2[CH:5]=1. Reactants: solid, BrC1=CC(=CC=2C(=C3N(C12)CCCNC3=O)C)Cl (7-bromo-9-chloro-11-methyl-2,3,4,5-tetrahydro-[1,4]diazepino[1,2-a]indol-1-one), BrC1=CC(=CC=2C(=C3N(C12)CCCNC3=O)C)Cl (7-bromo-9-chloro-11-methyl-2,3,4,5-tetrahydro-[1,4]diazepino[1,2-a]indol-1-one), FC=1C=C(C=CC1F)B(O)O (3,4-difluoro-phenylboronic acid). Product: ClC1=CC=2C(=C3N(C2C(=C1)C1=CC(=C(C=C1)F)F)CCCNC3=O)C (9-Chloro-7-(3,4-difluoro-phenyl)-11-methyl-2,3,4,5-tetrahydro-[1,4]diazepino[1,2-a]indol-1-one). Procedure details: The title compound, white solid (71 mg, 79%), MS (ISP) m/z=361.4 [(M+H)+], mp 254° C., was prepared in accordance with the general method of example 1 from 7-bromo-9-chloro-11-methyl-2,3,4,5-tetrahydro-[1,4]diazepino[1,2-a]indol-1-one (intermediate 13) (81.9 mg, 0.25 mmol) and commercially available 3,4-difluoro-phenylboronic acid (51.3 mg, 0.325 mmol). Run in ClCCl (dichloromethane), ClCCl (dichloromethane). As a reaction SMILES: [Cl-].[Cl-].[Cl-].[Al+3].[C:5]([O:8][CH2:9][C@H:10]1[CH2:15][CH2:14][CH2:13][C@H:12](S(C2C=CC=CC=2)(=O)=O)[O:11]1)(=[O:7])[CH3:6].[CH2:25]([Si](C)(C)C)[CH:26]=[CH2:27]>ClCCl>[C:5]([O:8][CH2:9][C@H:10]1[CH2:15][CH2:14][CH2:13][C@H:12]([CH2:27][CH:26]=[CH2:25])[O:11]1)(=[O:7])[CH3:6] |f:0.1.2.3|. Product: C(C)(=O)OC[C@@H]1O[C@H](CCC1)CC=C (trans-Tetrahydro-2-acetoxymethyl-6-prop-2-enyl-[2H]-pyran). Reported procedure: Aluminium trichloride (1 g) was cooled to -78° C. under a nitrogen atmosphere and dichloromethane (15 ml) was added. A solution of trans-6-(benzenesulfonyl)tetrahydro-2H-pyran-2-methanol acetate (S. V. Ley et al., Tetrahedron (1989), 45 (13), 4293) (1 g) and allyl trimethylsilane (835 mg) in dichloromethane (10 ml) was then added dropwise. The reaction was stirred at -78° C. for 2 h, then -35° C. for 1 h. After quenching with 1N HCl and extracting with dichloromethane the crude product was purif... Conditions: temperature -78 celsius, time 2 hour. Reactants: C(C)(=O)OC[C@@H]1O[C@H](CCC1)S(=O)(=O)C1=CC=CC=C1 (trans-6-(benzenesulfonyl)tetrahydro-2H-pyran-2-methanol acetate), C(C=C)[Si](C)(C)C (allyl trimethylsilane), [Cl-].[Cl-].[Cl-].[Al+3] (Aluminium trichloride). Starting materials: CC(=O)OC(C)=O, CC(O)C#CC=Cc1ccccc1, c1ccncc1. The product is CC(=O)OC(C)C#CC=Cc1ccccc1. RXN SMILES: [CH3:14][C:15](=[O:16])[O:17][C:18](=[O:19])[CH3:20].[c:1]1([CH:7]=[CH:8][C:9]#[C:10][CH:11]([CH3:12])[OH:13])[cH:2][cH:3][cH:4][cH:5][cH:6]1.[cH:21]1[cH:22][cH:23][n:24][cH:25][cH:26]1>>[c:1]1([CH:7]=[CH:8][C:9]#[C:10][CH:11]([CH3:12])[O:13][C:15]([CH3:14])=[O:16])[cH:2][cH:3][cH:4][cH:5][cH:6]1. Starting materials: CC1C(C2CCC1CC2)CCC(CCC2C1CCC(C2C)CC1)=O (1,5-di-(3-methylbicyclo[2.2.2]oct-2-yl)-3-pentanone), amine, Schiff base, C(C=C)#N (acrylonitrile), Schiff bases, NCCN (1,2-diaminoethane), N[N] (amino nitrogen). Yields the product CC1C(C2CCC1CC2)CCC(CCC2C1CCC(C2C)CC1)NCCNCCCN (1-[1,5-di-(3-methylbicyclo[2.2.2]oct-2-yl)-3-pentyl]-1,4,8-triazaoctane). RXN SMILES: [NH2:1][CH2:2][CH2:3][NH2:4].[CH3:5][CH:6]1[CH:11]2[CH2:12][CH2:13][CH:8]([CH2:9][CH2:10]2)[CH:7]1[CH2:14][CH2:15][C:16](=O)[CH2:17][CH2:18][CH:19]1[CH:24]([CH3:25])[CH:23]2[CH2:26][CH2:27][CH:20]1[CH2:21][CH2:22]2.N[N].[C:31](#[N:34])[CH:32]=[CH2:33]>>[CH3:5][CH:6]1[CH:11]2[CH2:12][CH2:13][CH:8]([CH2:9][CH2:10]2)[CH:7]1[CH2:14][CH2:15][CH:16]([NH:1][CH2:2][CH2:3][NH:4][CH2:33][CH2:32][CH2:31][NH2:34])[CH2:17][CH2:18][CH:19]1[CH:24]([CH3:25])[CH:23]2[CH2:26][CH2:27][CH:20]1[CH2:21][CH2:22]2 |^3:29|. Procedure details: As an alternative to using an unsymmetrical amine V and obtaining a mixture of Schiff bases VI and VI(a) or VI(b), the reaction can be conducted stepwise. For example, 1,2-diaminoethane may be converted to a Schiff base with 1,5-di-(3-methylbicyclo[2.2.2]oct-2-yl)-3-pentanone, catalytically reduced, then the remaining primary amino nitrogen selectively cyanoethylated with acrylonitrile, followed by catalytic hydrogenation to furnish 1-[1,5-di-(3-methylbicyclo[2.2.2]oct-2-yl)-3-pentyl]-1,4,8-tria... Reactants: COC=1C(=CC2=C(CCCOC2COCCO)C1)OC (2-[(1,3,4,5-tetrahydro-7,8-dimethoxy-2-benzoxepin-1-yl)methoxy]ethanol), [N+](=O)([O-])C1=CC=C(C=C1)S(=O)(=O)Cl (p-nitrobenzenesulfonyl chloride), [N+](=O)([O-])C1=CC=C(C=C1)S(=O)(=O)Cl (p-nitrobenzenesulfonyl chloride). Run in C(C)N(CC)CC (triethylamine), C(C)N(CC)CC (triethylamine). Run at time 1 hour. Product: [N+](=O)([O-])C1=CC=C(C=C1)S(=O)(=O)OCCOCC1OCCCC2=C1C=C(C(=C2)OC)OC (2-[(1,3,4,5-tetrahydro-7,8-dimethoxy-2-benzoxepin-1-yl)methoxy]ethyl 4-nitrobenzene sulfonate). The yield is 31.5%. As a reaction SMILES: [CH3:1][O:2][C:3]1[C:4]([O:19][CH3:20])=[CH:5][C:6]2[CH:12]([CH2:13][O:14][CH2:15][CH2:16][OH:17])[O:11][CH2:10][CH2:9][CH2:8][C:7]=2[CH:18]=1.[N+:21]([C:24]1[CH:29]=[CH:28][C:27]([S:30](Cl)(=[O:32])=[O:31])=[CH:26][CH:25]=1)([O-:23])=[O:22]>C(N(CC)CC)C>[N+:21]([C:24]1[CH:25]=[CH:26][C:27]([S:30]([O:17][CH2:16][CH2:15][O:14][CH2:13][CH:12]2[C:6]3[CH:5]=[C:4]([O:19][CH3:20])[C:3]([O:2][CH3:1])=[CH:18][C:7]=3[CH2:8][CH2:9][CH2:10][O:11]2)(=[O:32])=[O:31])=[CH:28][CH:29]=1)([O-:23])=[O:22]. Procedure: To a mixture of 3.00 g (10.6 mmoles) of 2-[(1,3,4,5-tetrahydro-7,8-dimethoxy-2-benzoxepin-1-yl)methoxy]ethanol and 1.63 ml (11.7 mmoles) of triethylamine is added 2.59 g (11.7 mmoles) of p-nitrobenzenesulfonyl chloride. The reaction mixture is stirred at room temperature for 1 hour and then heated at 50° for 30 minutes. To this is added an additional 0.5 g of p-nitrobenzenesulfonyl chloride and 0.5 ml of triethylamine. After stirring at room temperature for 30 minutes, the reaction mixture is ex...